Task: describe an organic reaction: reactants, conditions, products, and yield. Dataset: the Open Reaction Database (ORD), a public repository of structured organic reaction records Starting materials: C1(=CC=CC=C1)C=1OC=C(N1)COC1=CC=C(CO)C=C1 (4-(2-phenyl-4-oxazolylmethoxy)benzylalcohol), S(=O)(Cl)Cl (thionyl chloride). The solvent is C1(=CC=CC=C1)C (toluene). Run at temperature 40 celsius, time 8 hour. The product is ClCC1=CC=C(OCC=2N=C(OC2)C2=CC=CC=C2)C=C1 (4-(4-chloromethylphenoxymethyl)-2-phenyloxazole). Yield: 92.0%. Reaction SMILES: [C:1]1([C:7]2[O:8][CH:9]=[C:10]([CH2:12][O:13][C:14]3[CH:21]=[CH:20][C:17]([CH2:18]O)=[CH:16][CH:15]=3)[N:11]=2)[CH:6]=[CH:5][CH:4]=[CH:3][CH:2]=1.S(Cl)([Cl:24])=O>C1(C)C=CC=CC=1>[Cl:24][CH2:18][C:17]1[CH:20]=[CH:21][C:14]([O:13][CH2:12][C:10]2[N:11]=[C:7]([C:1]3[CH:6]=[CH:5][CH:4]=[CH:3][CH:2]=3)[O:8][CH:9]=2)=[CH:15][CH:16]=1. Procedure details: A mixture of 4-(2-phenyl-4-oxazolylmethoxy)benzylalcohol (2.39 g), thionyl chloride (0.69 ml) and toluene (50 ml) was stirred at 40° C. overnight, and then the reaction mixture was concentrated. Saturated aqueous sodium bicarbonate solution was added to the residue, which was extracted with ethyl acetate. The ethyl acetate layer was washed with saturated aqueous sodium chloride solution, dried (MgSO4), and concentrated. The residue was subjected to silica gel column chromatography to obtain 4-(4... Starting materials: ClC(Cl)Cl, O=C(O)C(F)(F)F, CC(C)(C)OC(=O)Cn1c(-c2ccc3c(c2)OCO3)nc2ccccc21. Product: O=C(O)Cn1c(-c2ccc3c(c2)OCO3)nc2ccccc21. Reaction SMILES: [CH:34]([Cl:35])([Cl:36])[Cl:37].[F:27][C:28]([F:29])([F:30])[C:31]([OH:32])=[O:33].[O:1]1[CH2:2][O:3][c:4]2[c:5]1[cH:6][cH:7][c:8](-[c:10]1[n:11][c:12]3[c:13]([n:14]1[CH2:15][C:16](=[O:17])[O:18][C:19]([CH3:20])([CH3:21])[CH3:22])[cH:23][cH:24][cH:25][cH:26]3)[cH:9]2>>[O:1]1[CH2:2][O:3][c:4]2[c:5]1[cH:6][cH:7][c:8](-[c:10]1[n:11][c:12]3[c:13]([n:14]1[CH2:15][C:16](=[O:17])[OH:18])[cH:23][cH:24][cH:25][cH:26]3)[cH:9]2.